This data is from the Open Reaction Database (ORD), a public repository of structured organic reaction records. The task is: describe an organic reaction: reactants, conditions, products, and yield Starting materials: BrCc1ccccc1, O=C([O-])[O-], CN(C)C=O, [Cs+], [Cs+], COc1ccc(COc2ccc(C=O)cc2O)cc1. Yields the product COc1ccc(COc2ccc(C=O)cc2OCc2ccccc2)cc1. RXN SMILES: [Br:1][CH2:2][c:3]1[cH:4][cH:5][cH:6][cH:7][cH:8]1.[C:28](=[O:29])([O-:30])[O-:31].[CH3:34][N:35]([CH3:36])[CH:37]=[O:38].[Cs+:32].[Cs+:33].[OH:9][c:10]1[cH:11][c:12]([CH:13]=[O:14])[cH:15][cH:16][c:17]1[O:18][CH2:19][c:20]1[cH:21][cH:22][c:23]([O:26][CH3:27])[cH:24][cH:25]1>>[CH2:2]([c:3]1[cH:4][cH:5][cH:6][cH:7][cH:8]1)[O:9][c:10]1[cH:11][c:12]([CH:13]=[O:14])[cH:15][cH:16][c:17]1[O:18][CH2:19][c:20]1[cH:21][cH:22][c:23]([O:26][CH3:27])[cH:24][cH:25]1. Reactants: [Cl-].ClC=[N+](C)C ((chloromethylene)dimethylammonium chloride), C(=O)(O)C1=CC=C(C=O)C=C1 (4-carboxybenzaldehyde). The solvent is C(Cl)Cl (CH2Cl2). Reaction conditions: temperature 0 celsius, time 30 minute. Yields the product C(=O)C1=CC=C(C(=O)Cl)C=C1 (4-Formyl-benzoyl chloride). RXN SMILES: [Cl-].[Cl:2]C=[N+](C)C.[C:7]([C:10]1[CH:17]=[CH:16][C:13]([CH:14]=[O:15])=[CH:12][CH:11]=1)(O)=[O:8]>C(Cl)Cl>[CH:14]([C:13]1[CH:16]=[CH:17][C:10]([C:7]([Cl:2])=[O:8])=[CH:11][CH:12]=1)=[O:15] |f:0.1|. Procedure: A suspension of (chloromethylene)dimethylammonium chloride (Vilsmeier Reagent; 37.7 g, 0.280 mol) in CH2Cl2 (300 mL) at 0° C. was treated with 4-carboxybenzaldehyde (40.0 g, 267 mmol) in one portion. The reaction mixture was stirred at 0° C. for 30 min, then at room temperature for 2 h. HPLC analysis of an aliquot of the reaction mixture quenched into MeOH indicated consumption of 4-carboxybenzaldehyde. The reaction mixture was filtered through a medium porosity glass frit. The filtrate, contain... Starting materials: FC(C1=C(CN2CCC(CC2)C=O)C=CC(=C1)C(F)(F)F)(F)F (1-[2,4-bis(trifluoromethyl)benzyl]piperidine-4-carbaldehyde), CC(C#C)NC1=NC(SC1)=O (4-(but-3-yn-2-ylamino)-1,3-thiazol-2(5H)-one), C(C)(=O)[O-].[NH2+]1CCCCC1 (piperidinium acetate). The solvent is CC(C)O (2-propanol). Conditions: temperature 75 celsius, time 6 hour. The product is FC(C1=C(CN2CCC(CC2)\C=C/2\C(=NC(S2)=O)NC(C#C)C)C=CC(=C1)C(F)(F)F)(F)F ((5Z)-5-({1-[2,4-bis(trifluoromethyl)benzyl]piperidin-4-yl}methylidene)-4-[(1-methylprop-2-yn-1-yl)amino]-1,3-thiazol-2(5H)-one). Isolated yield 36.3%. As a reaction SMILES: [F:1][C:2]([F:23])([F:22])[C:3]1[CH:17]=[C:16]([C:18]([F:21])([F:20])[F:19])[CH:15]=[CH:14][C:4]=1[CH2:5][N:6]1[CH2:11][CH2:10][CH:9]([CH:12]=O)[CH2:8][CH2:7]1.[CH3:24][CH:25]([NH:28][C:29]1[CH2:33][S:32][C:31](=[O:34])[N:30]=1)[C:26]#[CH:27].C([O-])(=O)C.[NH2+]1CCCCC1>CC(O)C>[F:23][C:2]([F:1])([F:22])[C:3]1[CH:17]=[C:16]([C:18]([F:21])([F:20])[F:19])[CH:15]=[CH:14][C:4]=1[CH2:5][N:6]1[CH2:11][CH2:10][CH:9](/[CH:12]=[C:33]2/[C:29]([NH:28][CH:25]([CH3:24])[C:26]#[CH:27])=[N:30][C:31](=[O:34])[S:32]/2)[CH2:8][CH2:7]1 |f:2.3|. Procedure details: To a solution of 1-[2,4-bis(trifluoromethyl)benzyl]piperidine-4-carbaldehyde (1.91 g) in 2-propanol (20 mL) were added 4-(but-3-yn-2-ylamino)-1,3-thiazol-2(5H)-one (1.42 g) and piperidinium acetate (834 mg). The reaction mixture was stirred at 75° C. for 6 hr and concentrated under reduced pressure. Water was added to the residue, and the mixture was extracted with ethyl acetate. The extract was washed with water and saturated brine, and dried over anhydrous magnesium sulfate, and the solvent wa...